Dataset: the Open Reaction Database (ORD), a public repository of structured organic reaction records. Task: describe an organic reaction: reactants, conditions, products, and yield The reactants are C(=O)(C(F)(F)F)O (TFA), C(C)(=O)OCC=1C(=CC2=C(N=C3N2CCN([C@@H]3C(C)C)C(=O)OC(C)(C)C)C1)S(=O)(=O)C ((R)-tert-butyl 8-(acetoxymethyl)-1-isopropyl-7-(methylsulfonyl)-3,4-dihydrobenzo[4,5]imidazo[1,2-a]pyrazine-2(1H)-carboxylate), compound 3. Run in C(Cl)Cl (DCM). Reaction conditions: time 2 hour. Product: C(C)(=O)OCC=1C(=CC2=C(N=C3N2CCN[C@@H]3C(C)C)C1)S(=O)(=O)C ((R)-(1-isopropyl-7-(methylsulfonyl)-1,2,3,4-tetrahydrobenzo[4,5]imidazo[1,2-a]pyrazin-8-yl)methyl acetate). Yield: 96.9%. Reaction SMILES: C(O)(C(F)(F)F)=O.[C:8]([O:11][CH2:12][C:13]1[C:14]([S:36]([CH3:39])(=[O:38])=[O:37])=[CH:15][C:16]2[N:20]3[CH2:21][CH2:22][N:23](C(OC(C)(C)C)=O)[C@H:24]([CH:25]([CH3:27])[CH3:26])[C:19]3=[N:18][C:17]=2[CH:35]=1)(=[O:10])[CH3:9]>C(Cl)Cl>[C:8]([O:11][CH2:12][C:13]1[C:14]([S:36]([CH3:39])(=[O:37])=[O:38])=[CH:15][C:16]2[N:20]3[CH2:21][CH2:22][NH:23][C@H:24]([CH:25]([CH3:26])[CH3:27])[C:19]3=[N:18][C:17]=2[CH:35]=1)(=[O:10])[CH3:9]. Reported procedure: TFA (1 mL) was added dropwise to a solution containing (R)-tert-butyl 8-(acetoxymethyl)-1-isopropyl-7-(methylsulfonyl)-3,4-dihydrobenzo[4,5]imidazo[1,2-a]pyrazine-2(1H)-carboxylate (210 mg, 0.452 mmol) in DCM (5 mL) at rt. The mixture was stirred at rt for 2 h. TLC showed compound 3 was consumed completely. The solvents were removed under reduced pressure at 30° C. and then DCM (10 mL) was added. The mixture was neutralized by sat. NaHCO3 solution to pH=8. The mixture was extracted with DCM (3×2... The reactants are C1(=CC=CC=C1)NC1=CC=CC2=C1SC1=C2C=CC=C1 (N-phenyldibenzo[b,d]thiophen-4-amine), BrC1=CC=C(C=C1)I (1-bromo-4-iodobenzene), CC(C)(C)[O-].[Na+] (NaOtBu). The reagents and catalysts are C1(=CC=CC=C1)P([C-]1C=CC=C1)C1=CC=CC=C1.[C-]1(C=CC=C1)P(C1=CC=CC=C1)C1=CC=CC=C1.[Fe+2] (1,1′-Bis(diphenylphosphino)ferrocene), C=1C=CC(=CC1)/C=C/C(=O)/C=C/C2=CC=CC=C2.C=1C=CC(=CC1)/C=C/C(=O)/C=C/C2=CC=CC=C2.C=1C=CC(=CC1)/C=C/C(=O)/C=C/C2=CC=CC=C2.[Pd].[Pd] (Pd2(dba)3). The product is BrC1=CC=C(C=C1)N(C1=CC=CC2=C1SC1=C2C=CC=C1)C1=CC=CC=C1 (N-(4-bromophenyl)-N-phenyldibenzo[b,d]thiophen-4-amine). Yield: 80.1%. RXN SMILES: [C:1]1([NH:7][C:8]2[C:13]3[S:14][C:15]4[CH:20]=[CH:19][CH:18]=[CH:17][C:16]=4[C:12]=3[CH:11]=[CH:10][CH:9]=2)[CH:6]=[CH:5][CH:4]=[CH:3][CH:2]=1.[Br:21][C:22]1[CH:27]=[CH:26][C:25](I)=[CH:24][CH:23]=1.CC([O-])(C)C.[Na+]>C1(P(C2C=CC=CC=2)[C-]2C=CC=C2)C=CC=CC=1.[C-]1(P(C2C=CC=CC=2)C2C=CC=CC=2)C=CC=C1.[Fe+2].C1C=CC(/C=C/C(/C=C/C2C=CC=CC=2)=O)=CC=1.C1C=CC(/C=C/C(/C=C/C2C=CC=CC=2)=O)=CC=1.C1C=CC(/C=C/C(/C=C/C2C=CC=CC=2)=O)=CC=1.[Pd].[Pd]>[Br:21][C:22]1[CH:27]=[CH:26][C:25]([N:7]([C:1]2[CH:2]=[CH:3][CH:4]=[CH:5][CH:6]=2)[C:8]2[C:13]3[S:14][C:15]4[CH:20]=[CH:19][CH:18]=[CH:17][C:16]=4[C:12]=3[CH:11]=[CH:10][CH:9]=2)=[CH:24][CH:23]=1 |f:2.3,4.5.6,7.8.9.10.11|. Reported procedure: Toluene (125 mL) was bubbled with nitrogen gas for 15 minutes, and subsequently 1,1′-Bis(diphenylphosphino)ferrocene (0.2 g, 0.4 mmol) and Pd2(dba)3 (0.1 g, 0.1 mmol) were added. The mixture was bubbled with nitrogen gas for 15 minutes, then N-phenyldibenzo[b,d]thiophen-4-amine (3.2 g, 11.6 mmol), 1-bromo-4-iodobenzene (4.5 g, 15.9 mmol), NaOtBu (1.5 g, 15.6 mmol) were added. The mixture was bubbled with nitrogen gas for 15 minutes and refluxed for 12 hours. After cooling, the reaction mixture w...